This data is from the Open Reaction Database (ORD), a public repository of structured organic reaction records. The task is: describe an organic reaction: reactants, conditions, products, and yield The product is CS(=O)(=O)c1ccc(C(CC2CCCC2)C(=O)Nc2ccn(CCCCO)n2)cc1Cl. Reaction SMILES: [CH2:53]([Cl:54])[Cl:55].[Cl:1][c:2]1[cH:3][c:4]([CH:12]([C:13](=[O:14])[NH:15][c:16]2[n:17][n:18]([CH3:21])[cH:19][cH:20]2)[CH2:22][CH:23]2[CH2:24][CH2:25][CH2:26][CH2:27]2)[cH:5][cH:6][c:7]1[S:8](=[O:9])(=[O:10])[CH3:11].[Cl:28][C:29]([C:30]([Cl:31])=[O:32])=[O:33].[NH2:42][c:43]1[cH:44][cH:45][n:46]([CH2:47][CH2:49][CH2:50][CH2:51][OH:52])[n:48]1.[n:34]1[c:35]([CH3:36])[cH:37][cH:38][cH:39][c:40]1[CH3:41]>>[Cl:1][c:2]1[cH:3][c:4]([CH:12]([C:13](=[O:14])[NH:15][c:16]2[n:17][n:18]([CH2:21][CH2:49][CH2:50][CH2:51][OH:52])[cH:19][cH:20]2)[CH2:22][CH:23]2[CH2:24][CH2:25][CH2:26][CH2:27]2)[cH:5][cH:6][c:7]1[S:8](=[O:9])(=[O:10])[CH3:11]. The reactants are ClCCl, Cn1ccc(NC(=O)C(CC2CCCC2)c2ccc(S(C)(=O)=O)c(Cl)c2)n1, O=C(Cl)C(=O)Cl, Nc1ccn(CCCCO)n1, Cc1cccc(C)n1. Reactants: C(C)(=O)OCC (ethyl acetate), C([O-])([O-])=O.[K+].[K+] (Potassium carbonate), COC(CBr)OC (bromoacetaldehyde dimethyl acetal), BrC1=C(C=CC(=C1)Cl)S (2-bromo-4-chlorobenzenethiol). Solvent: O (water), CN(C)C=O (DMF). Conditions: temperature 70 celsius. The product is BrC1=C(C=CC(=C1)Cl)SCC(OCC)OCC (2-Bromo-1[(2,2-diethoxyethyl)thio]-4-chlorobenzene). Reaction SMILES: C(=O)([O-])[O-].[K+].[K+].CO[CH:9](OC)[CH2:10]Br.[Br:14][C:15]1[CH:20]=[C:19]([Cl:21])[CH:18]=[CH:17][C:16]=1[SH:22].[C:23]([O:26][CH2:27][CH3:28])(=[O:25])[CH3:24]>CN(C=O)C.O>[Br:14][C:15]1[CH:20]=[C:19]([Cl:21])[CH:18]=[CH:17][C:16]=1[S:22][CH2:24][CH:23]([O:25][CH2:9][CH3:10])[O:26][CH2:27][CH3:28] |f:0.1.2|. Reported procedure: Potassium carbonate (0.926 g, 9.34 mmol) then bromoacetaldehyde dimethyl acetal (1.35 g, 6.85 mmol) were added to a solution of 2-bromo-4-chlorobenzenethiol (1.397 g, 6.23 mmol) in anhydrous DMF (11 mL). The mixture was heated at 70° C. for 3 hours. After being allowed to cool to room temperature, the mixture was diluted with ethyl acetate and water. The resulting layers were separated and the aqueous phase was extracted with ethyl acetate. The combined organics were washed with water then satur... The reactants are C(O)([O-])=O.[Na+] (sodium hydrogencarbonate), C([O-])([O-])=O.[Na+].[Na+] (sodium carbonate), [OH-].[Na+] (sodium hydroxide), OC[C@H]1[C@@H](C[C@@H]1CO)N.CC(=O)N(CC(=O)O)C1=CC=CC=C1 ((1R, 2R, 3S)-2,3-bis(hydroxymethyl)-1-cyclobutylamine N-acetyl-L-phenylglycine). Product: OC[C@@H]1[C@H](C[C@H]1CO)N ((1S, 2S, 3R)-2,3-bis(hydroxymethyl)-1-cyclobutylamine). Reaction SMILES: [OH:1][CH2:2][C@@H:3]1[C@@H:6]([CH2:7][OH:8])[CH2:5][C@H:4]1[NH2:9].CC(N(C1C=CC=CC=1)CC(O)=O)=O.C(=O)([O-])O.[Na+].C(=O)([O-])[O-].[Na+].[Na+].[OH-].[Na+]>>[OH:1][CH2:2][C@H:3]1[C@H:6]([CH2:7][OH:8])[CH2:5][C@@H:4]1[NH2:9] |f:0.1,2.3,4.5.6,7.8|. Procedure details: To the (1R, 2R, 3S)-2,3-bis(hydroxymethyl)-1-cyclobutylamine/N-acetyl-L-phenylglycine salt thus isolated is added an alkaline aqueous solution of, for example, sodium hydrogencarbonate, sodium carbonate or sodium hydroxide. Then the mixture is extracted with an organic solvent such as t-butanol or secbutanol. Or a solution of the salt is treated with an ion exchange resin. Then the salt is separated into the aimed free base (1R, 2R, 3S)-2,3-bis(hydromethyl)-1-cyclobutylamine and N-acetyl-L-pheny... Run in C(C)O (ethanol). Yields the product C(C)(C)(C)C1=CC(=NO1)NC(=O)[C@H]1N(C[C@@H](C1)O)C1=NC(=NC=C1)Cl ((2S,4R)-1-(2-chloro-pyrimidin-4-yl)-4-hydroxy-pyrrolidine-2-carboxylic acid (5-tert-butyl-isoxazol-3-yl)-amide). Conditions: time 8 hour. Reaction SMILES: [Cl:1][C:2]1[N:7]=[C:6](Cl)[CH:5]=[CH:4][N:3]=1.[C:9]([C:13]1[O:17][N:16]=[C:15]([NH:18][C:19]([C@@H:21]2[CH2:25][C@@H:24]([OH:26])[CH2:23][NH:22]2)=[O:20])[CH:14]=1)([CH3:12])([CH3:11])[CH3:10].Cl.C(N(C(C)C)CC)(C)C>C(O)C>[C:9]([C:13]1[O:17][N:16]=[C:15]([NH:18][C:19]([C@@H:21]2[CH2:25][C@@H:24]([OH:26])[CH2:23][N:22]2[C:6]2[CH:5]=[CH:4][N:3]=[C:2]([Cl:1])[N:7]=2)=[O:20])[CH:14]=1)([CH3:12])([CH3:10])[CH3:11]. Reported procedure: 2,4-Dichloropyrimidine (33.2 mg, 0.223 mmol) is added to the solution of (2S,4R)-4-Hydroxy-pyrrolidine-2-carboxylic acid (5-tert-butyl-isoxazol-3-yl)-amide; hydrochloride (66 mg, 0.223 mmol) and diisopropylethylamine (0.078 mL, 0.446 mmol) in ethanol (2 mL). The reaction is stirred at room temperature overnight. The reaction is quenched with saturated sodium bicarbonate aqueous solution and extracted with ethyl acetate twice. The organics are combined and washed with brine, dried over Na2SO4, fi... The reactants are C(C)(C)N(CC)C(C)C (diisopropylethylamine), ClC1=NC=CC(=N1)Cl (2,4-Dichloropyrimidine), C(C)(C)(C)C1=CC(=NO1)NC(=O)[C@H]1NC[C@@H](C1)O ((2S,4R)-4-Hydroxy-pyrrolidine-2-carboxylic acid (5-tert-butyl-isoxazol-3-yl)-amide), Cl (hydrochloride).